This data is from the Open Reaction Database (ORD), a public repository of structured organic reaction records. The task is: describe an organic reaction: reactants, conditions, products, and yield The reactants are O=C1C=C(CBr)CO1, COP(OC)OC. The product is COP(=O)(CC1=CC(=O)OC1)OC. RXN SMILES: [Br:1][CH2:2][C:3]1=[CH:4][C:5](=[O:8])[O:6][CH2:7]1.[CH3:9][O:10][P:11]([O:12][CH3:13])[O:14][CH3:15]>>[CH2:2]([C:3]1=[CH:4][C:5](=[O:8])[O:6][CH2:7]1)[P:11]([O:10][CH3:9])([O:12][CH3:13])=[O:14]. Starting materials: O=C(n1ccnc1)n1ccnc1, O=C([O-])O, CN(C)C=O, Nc1ccc(F)cc1F, [Na+], O=C(O)c1ccccn1. Product: O=C(Nc1ccc(F)cc1F)c1ccccn1. Reaction SMILES: [C:10]([n:11]1[cH:12][cH:13][n:14][cH:15]1)([n:16]1[cH:17][cH:18][n:19][cH:20]1)=[O:21].[C:31](=[O:32])([OH:33])[O-:34].[CH3:36][N:37]([CH3:38])[CH:39]=[O:40].[F:22][c:23]1[c:24]([NH2:25])[cH:26][cH:27][c:28]([F:30])[cH:29]1.[Na+:35].[OH:1][C:2](=[O:3])[c:4]1[cH:5][cH:6][cH:7][cH:8][n:9]1>>[C:2](=[O:3])([c:4]1[cH:5][cH:6][cH:7][cH:8][n:9]1)[NH:25][c:24]1[c:23]([F:22])[cH:29][c:28]([F:30])[cH:27][cH:26]1.